describe an organic reaction: reactants, conditions, products, and yield From a dataset of the Open Reaction Database (ORD), a public repository of structured organic reaction records. Reactants: CCO[SiH](OCC)OCC, C=CCN1CCN([Si](C)(C)C)CC1, Cc1ccccc1. Product: CCO[Si](CCCN1CCN([Si](C)(C)C)CC1)(OCC)OCC. RXN SMILES: [CH2:14]([CH3:15])[O:16][SiH:17]([O:18][CH2:19][CH3:20])[O:21][CH2:22][CH3:23].[CH2:1]([CH:2]=[CH2:3])[N:4]1[CH2:5][CH2:6][N:7]([Si:10]([CH3:11])([CH3:12])[CH3:13])[CH2:8][CH2:9]1.[CH3:24][c:25]1[cH:26][cH:27][cH:28][cH:29][cH:30]1>>[CH2:1]([CH2:2][CH2:3][Si:17]([O:16][CH2:14][CH3:15])([O:18][CH2:19][CH3:20])[O:21][CH2:22][CH3:23])[N:4]1[CH2:5][CH2:6][N:7]([Si:10]([CH3:11])([CH3:12])[CH3:13])[CH2:8][CH2:9]1. Starting materials: FC(F)(F)c1ccc(Br)c(CBr)c1, [Li]CCCC, CC1NC(=O)OC1c1ccccc1. The product is CC1C(c2ccccc2)OC(=O)N1Cc1cc(C(F)(F)F)ccc1Br. RXN SMILES: [Br:19][c:20]1[c:21]([CH2:22][Br:23])[cH:24][c:25]([C:28]([F:29])([F:30])[F:31])[cH:26][cH:27]1.[CH2:14]([Li:15])[CH2:16][CH2:17][CH3:18].[CH3:1][CH:2]1[NH:3][C:4](=[O:13])[O:5][CH:6]1[c:7]1[cH:8][cH:9][cH:10][cH:11][cH:12]1>>[CH3:1][CH:2]1[N:3]([CH2:22][c:21]2[c:20]([Br:19])[cH:27][cH:26][c:25]([C:28]([F:29])([F:30])[F:31])[cH:24]2)[C:4](=[O:13])[O:5][CH:6]1[c:7]1[cH:8][cH:9][cH:10][cH:11][cH:12]1. The reactants are CCOc1ccc(NC(=O)c2c([N+](=O)[O-])[nH]c3c2C(=O)CCC3)cc1, CCO. Product: CCOc1ccc(NC(=O)c2c(N)[nH]c3c2C(=O)CCC3)cc1. Reaction SMILES: [CH2:1]([CH3:2])[O:3][c:4]1[cH:5][cH:6][c:7]([NH:10][C:11](=[O:12])[c:13]2[c:14]([N+:23]([O-:24])=[O:25])[nH:15][c:16]3[c:21]2[C:20](=[O:22])[CH2:19][CH2:18][CH2:17]3)[cH:8][cH:9]1.[CH2:26]([OH:27])[CH3:28]>>[CH2:1]([CH3:2])[O:3][c:4]1[cH:5][cH:6][c:7]([NH:10][C:11](=[O:12])[c:13]2[c:14]([NH2:23])[nH:15][c:16]3[c:21]2[C:20](=[O:22])[CH2:19][CH2:18][CH2:17]3)[cH:8][cH:9]1. Reactants: COC(=O)C1=C(O)c2c(c3ccccc3n2C)S(=O)(=O)N1C, Cc1ccccc1, Nc1ccccc1. Yields the product CN1C(C(=O)Nc2ccccc2)=C(O)c2c(c3ccccc3n2C)S1(=O)=O. Reaction SMILES: [CH3:1][N:2]1[S:3](=[O:21])(=[O:22])[c:4]2[c:5]([n:6]([CH3:13])[c:7]3[cH:8][cH:9][cH:10][cH:11][c:12]23)[C:14]([OH:20])=[C:15]1[C:16](=[O:17])[O:18][CH3:19].[CH3:30][c:31]1[cH:32][cH:33][cH:34][cH:35][cH:36]1.[NH2:23][c:24]1[cH:25][cH:26][cH:27][cH:28][cH:29]1>>[CH3:1][N:2]1[S:3](=[O:21])(=[O:22])[c:4]2[c:5]([n:6]([CH3:13])[c:7]3[cH:8][cH:9][cH:10][cH:11][c:12]23)[C:14]([OH:20])=[C:15]1[C:16](=[O:17])[NH:23][c:24]1[cH:25][cH:26][cH:27][cH:28][cH:29]1.